Dataset: the Open Reaction Database (ORD), a public repository of structured organic reaction records. Task: describe an organic reaction: reactants, conditions, products, and yield Starting materials: CN1CCNCC1 (1-Methylpiperazine), COC=1C=C(C(=O)O)C=CC1[N+](=O)[O-] (3-methoxy-4-nitrobenzoic acid), O (water). Run in S(=O)(Cl)Cl (sulfurous dichloride). Conditions: time 4 hour. Product: COC=1C=C(C=CC1[N+](=O)[O-])C(=O)N1CCN(CC1)C ((3-methoxy-4-nitrophenyl)(4-methylpiperazin-1-yl)methanone). Reaction SMILES: [CH3:1][O:2][C:3]1[CH:4]=[C:5]([CH:9]=[CH:10][C:11]=1[N+:12]([O-:14])=[O:13])[C:6]([OH:8])=O.[CH3:15][N:16]1[CH2:21][CH2:20][NH:19][CH2:18][CH2:17]1.O>S(Cl)(Cl)=O>[CH3:1][O:2][C:3]1[CH:4]=[C:5]([C:6]([N:19]2[CH2:20][CH2:21][N:16]([CH3:15])[CH2:17][CH2:18]2)=[O:8])[CH:9]=[CH:10][C:11]=1[N+:12]([O-:14])=[O:13]. Procedure: A solution of 3-methoxy-4-nitrobenzoic acid (6.81 g, 34.54 mmol) in sulfurous dichloride (50 mL) was stirred at reflux for 8 hours. After cooling to ambient temperature, the mixture was concentrated under vacuum and the residue was dissolved in dichloromethane (60 mL). 1-Methylpiperazine (3.6 g, 36.27 mmol) was added at 0° C. and the mixture was stirred at ambient temperature for 4 hours. The mixture was poured into water (100 mL) and extracted with dichloromethane (2×200 mL). The organic phase ... Reactants: N#Cc1ccccc1S(=O)(=O)Cl, Fc1ccc(C2CCCN2)cc1. Yields the product N#Cc1ccccc1S(=O)(=O)N1CCCC1c1ccc(F)cc1. As a reaction SMILES: [C:13](#[N:14])[c:15]1[c:16]([S:21](=[O:22])(=[O:23])[Cl:24])[cH:17][cH:18][cH:19][cH:20]1.[F:1][c:2]1[cH:3][cH:4][c:5]([CH:8]2[NH:9][CH2:10][CH2:11][CH2:12]2)[cH:6][cH:7]1>>[F:1][c:2]1[cH:3][cH:4][c:5]([CH:8]2[N:9]([S:21]([c:16]3[c:15]([C:13]#[N:14])[cH:20][cH:19][cH:18][cH:17]3)(=[O:22])=[O:23])[CH2:10][CH2:11][CH2:12]2)[cH:6][cH:7]1. Starting materials: COC(=O)CCC(=O)c1cn(Cc2cc(-c3ccccc3)nc(-c3ccccc3)c2)c2ccc(Cl)cc12, CO, Cl, [Na+], C1CCOC1, [OH-], O. The product is O=C(O)CCC(=O)c1cn(Cc2cc(-c3ccccc3)nc(-c3ccccc3)c2)c2ccc(Cl)cc12. Reaction SMILES: [CH3:3][O:4][C:5]([CH2:6][CH2:7][C:8](=[O:9])[c:10]1[cH:11][n:12]([CH2:20][c:21]2[cH:22][c:23](-[c:33]3[cH:34][cH:35][cH:36][cH:37][cH:38]3)[n:24][c:25](-[c:27]3[cH:28][cH:29][cH:30][cH:31][cH:32]3)[cH:26]2)[c:13]2[cH:14][cH:15][c:16]([Cl:19])[cH:17][c:18]12)=[O:39].[CH3:46][OH:47].[ClH:40].[Na+:2].[O:41]1[CH2:42][CH2:43][CH2:44][CH2:45]1.[OH-:1].[OH2:48]>>[O:4]=[C:5]([CH2:6][CH2:7][C:8](=[O:9])[c:10]1[cH:11][n:12]([CH2:20][c:21]2[cH:22][c:23](-[c:33]3[cH:34][cH:35][cH:36][cH:37][cH:38]3)[n:24][c:25](-[c:27]3[cH:28][cH:29][cH:30][cH:31][cH:32]3)[cH:26]2)[c:13]2[cH:14][cH:15][c:16]([Cl:19])[cH:17][c:18]12)[OH:39].